Dataset: the Open Reaction Database (ORD), a public repository of structured organic reaction records. Task: describe an organic reaction: reactants, conditions, products, and yield Reactants: FC(C1=C(C=CC=C1)O)(F)F (2-trifluoromethylphenol), BrCCCBr (1,3-dibromopropane), C([O-])([O-])=O.[K+].[K+] (potassium carbonate). Solvent: CC(=O)C (acetone). Yields the product BrCCCOC1=C(C=CC=C1)C(F)(F)F (2-trifluoromethylphenyl 3-bromopropyl ether). The yield is 83.4%. As a reaction SMILES: [F:1][C:2]([F:11])([F:10])[C:3]1[CH:8]=[CH:7][CH:6]=[CH:5][C:4]=1[OH:9].[Br:12][CH2:13][CH2:14][CH2:15]Br.C(=O)([O-])[O-].[K+].[K+]>CC(C)=O>[Br:12][CH2:13][CH2:14][CH2:15][O:9][C:4]1[CH:5]=[CH:6][CH:7]=[CH:8][C:3]=1[C:2]([F:10])([F:11])[F:1] |f:2.3.4|. Reported procedure: Under a nitrogen atmosphere, a stirred mixture of 4.0 grams (0.025 mole) of 2-trifluoromethylphenol, 17.8 mL (0.178 mole)of 1,3-dibromopropane, and 9.0 grams (0.065 mole) of potassium carbonate in 120 mL of acetone was heated at reflux for about 18 hours. After this time, the reaction mixture was concentrated under reduced pressure to a residual oil. The oil was subjected to column chromatography on silica gel. Elution was accomplished using petroleum ether. The product containing fractions were...